This data is from the Open Reaction Database (ORD), a public repository of structured organic reaction records. The task is: describe an organic reaction: reactants, conditions, products, and yield The reactants are C(C)(C)(C)OC(=O)NC(C)(C)C1=CC=C(C=C1)C1=NC(=NC=C1Cl)Cl (4-[4-(1-tert-butoxycarbonylamino-1-methylethyl)phenyl]-2,5-dichloropyrimidine), NC=1C=C(C=CC1)CCO (2-(3-aminophenyl)ethanol). The product is NC(C)(C)C1=CC=C(C=C1)C1=NC(=NC=C1Cl)NC1=CC(=CC=C1)CCO (4-[4-(1-Amino-1-methylethyl)phenyl]-5-chloro-N-[3-(2-hydroxyethyl)phenyl]pyrimidine-2-amine). The yield is 23.9%. As a reaction SMILES: C(OC([NH:8][C:9]([C:12]1[CH:17]=[CH:16][C:15]([C:18]2[C:23]([Cl:24])=[CH:22][N:21]=[C:20](Cl)[N:19]=2)=[CH:14][CH:13]=1)([CH3:11])[CH3:10])=O)(C)(C)C.[NH2:26][C:27]1[CH:28]=[C:29]([CH2:33][CH2:34][OH:35])[CH:30]=[CH:31][CH:32]=1>>[NH2:8][C:9]([C:12]1[CH:13]=[CH:14][C:15]([C:18]2[C:23]([Cl:24])=[CH:22][N:21]=[C:20]([NH:26][C:27]3[CH:32]=[CH:31][CH:30]=[C:29]([CH2:33][CH2:34][OH:35])[CH:28]=3)[N:19]=2)=[CH:16][CH:17]=1)([CH3:10])[CH3:11]. Reported procedure: The title compound was prepared from 4-[4-(1-tert-butoxycarbonylamino-1-methylethyl)phenyl]-2,5-dichloropyrimidine (1.50 g, 6.55 mmol) and 2-(3-aminophenyl)ethanol (942 mg, 6.87 mmol) following the method of Example 1. The crude product was purified by chromatography (Silica, 10% methanol in CH2Cl2) to give the title compound as a brown solid (600 mg) m.p. 184-185°. δH (d6DMSO) 9.77 (1H, s), 8.57 (1H, s), 7.79 (2H, d, J 8.4 Hz), 7.68 (2H, d, J 8.4 Hz), 7.61-7.58 (2H, m), 7.17 (1H, t, J 7.7 Hz), ...